This data is from the Open Reaction Database (ORD), a public repository of structured organic reaction records. The task is: describe an organic reaction: reactants, conditions, products, and yield The reactants are OC(COC1=C2CCC(CC2=CC=C1)O)CNC(C)C (1,2,3,4-tetrahydro-5-[2-hydroxy-3-(isopropylamino)propoxy]-2-naphthol), C=O (formalin), Cl (hydrochloric acid). The solvent is C(C)O (ethanol), C(C)O (ethanol). Yields the product Cl.C(C)(C)N1COC(C1)COC1=CC=CC=2CC(CCC12)O (3-Isopropyl-5-(5,6,7,8-tetrahydro-6-hydroxy-1-naphthoxy)methyl oxazolidine hydrochloride). As a reaction SMILES: [OH:1][CH:2]([CH2:16][NH:17][CH:18]([CH3:20])[CH3:19])[CH2:3][O:4][C:5]1[CH:14]=[CH:13][CH:12]=[C:11]2[C:6]=1[CH2:7][CH2:8][CH:9]([OH:15])[CH2:10]2.[CH2:21]=O.[ClH:23]>C(O)C>[ClH:23].[CH:18]([N:17]1[CH2:16][CH:2]([CH2:3][O:4][C:5]2[C:6]3[CH2:7][CH2:8][CH:9]([OH:15])[CH2:10][C:11]=3[CH:12]=[CH:13][CH:14]=2)[O:1][CH2:21]1)([CH3:20])[CH3:19] |f:4.5|. Procedure: A solution of 5.58 g. (0.02 mole) of 1,2,3,4-tetrahydro-5-[2-hydroxy-3-(isopropylamino)propoxy]-2-naphthol in 30 ml. of 99% ethanol is treated with 4 ml. of 33% formalin and heated under reflux for 12-16 hours. The solution is acidified with hydrochloric acid in ethanol and the oxazolidine hydrochloride precipitated by the addition of ether. Reactants: COC1=C(CN2CC3=CC=CC(=C3C2)OCCN(C)C)C=CC(=C1)OC (2-(2,4-dimethoxy-benzyl)-4-(2-dimethylamino-ethoxy)-2,3-dihydro-1H-isoindole). The solvent is FC(C(=O)O)(F)F (trifluoroacetic acid), C1(=CC=CC=C1)OC (anisole), C(C)(=O)OCC (ethyl acetate). Product: C1NCC2=C(C=CC=C12)OCCN(C)C ([2-(2,3-Dihydro-1H-isoindol-4-yloxy)-ethyl]-dimethyl-amine). Yield: 242.4%. Reaction SMILES: COC1C=C(OC)C=CC=1C[N:6]1[CH2:14][C:13]2[C:8](=[CH:9][CH:10]=[CH:11][C:12]=2[O:15][CH2:16][CH2:17][N:18]([CH3:20])[CH3:19])[CH2:7]1>FC(F)(F)C(O)=O.C1(OC)C=CC=CC=1.C(OCC)(=O)C>[CH2:7]1[C:8]2[C:13](=[C:12]([O:15][CH2:16][CH2:17][N:18]([CH3:20])[CH3:19])[CH:11]=[CH:10][CH:9]=2)[CH2:14][NH:6]1. Reported procedure: A solution of 2-(2,4-dimethoxy-benzyl)-4-(2-dimethylamino-ethoxy)-2,3-dihydro-1H-isoindole (170 mg, 0.48 mmol) in trifluoroacetic acid (0.5 mL) and anisole (0.5 mL) was heated at 150° C. under microwave irradiation for 10 minutes. The mixture was diluted with ethyl acetate and extracted twice with water. The combined aqueous extracts were concentrated to give the title compound as a purple oil (240 mg, including residual TFA and/or water). 1H NMR (methanol-d4) 7.42 (1H, t), 7.07 (1H, d), 7.04 (1... Starting materials: C(C)(=O)O[C@@H]1[C@]2(C)[C@@H](CC1)[C@@H]1[C@@H](CC=3C=C(C=CC3[C@H]1CC2)OC(C2=CC=CC=C2)=O)CCC=O (3-(17β-acetoxy-3-benzoyloxyoestra-1,3,5(10)-trien-7α-yl)propionaldehyde), C(CCC)[Li] (n-Butyl-lithium), C(C)(=O)O (Acetic acid), solution, O=C(CP([O-])([O-])=O)CCCCCCCCCCC (2-oxotridecylphosphonate). Solvent: O1CCCC1 (tetrahydrofuran), CCCCCC (hexane), O1CCCC1 (tetrahydrofuran). Run at temperature -70 celsius, time 40 minute. The product is C(C)(=O)O[C@@H]1[C@]2(C)[C@@H](CC1)[C@@H]1[C@@H](CC=3C=C(C=CC3[C@H]1CC2)OC(C2=CC=CC=C2)=O)CCC=CC(CCCCCCCCCCC)=O (1-(17β-acetoxy-3-benzoyloxyoestra-1,3,5(10)-trien-7α-yl)hexadec-3-en-5-one). RXN SMILES: [CH2:1]([Li])[CH2:2][CH2:3][CH3:4].[O:6]=[C:7]([CH2:13][CH2:14][CH2:15][CH2:16][CH2:17][CH2:18][CH2:19][CH2:20][CH2:21][CH2:22][CH3:23])CP(=O)([O-])[O-].[C:24]([O:27][C@H:28]1[CH2:33][CH2:32][C@H:31]2[C@H:34]3[C@H:43]([CH2:44][CH2:45][C@:29]12[CH3:30])[C:42]1[CH:41]=[CH:40][C:39]([O:46][C:47](=[O:54])[C:48]2[CH:53]=[CH:52][CH:51]=[CH:50][CH:49]=2)=[CH:38][C:37]=1[CH2:36][C@H:35]3CCC=O)(=[O:26])[CH3:25].C(O)(=O)C>CCCCCC.O1CCCC1>[C:24]([O:27][C@H:28]1[CH2:33][CH2:32][C@H:31]2[C@H:34]3[C@H:43]([CH2:44][CH2:45][C@:29]12[CH3:30])[C:42]1[CH:41]=[CH:40][C:39]([O:46][C:47](=[O:54])[C:48]2[CH:49]=[CH:50][CH:51]=[CH:52][CH:53]=2)=[CH:38][C:37]=1[CH2:36][C@H:35]3[CH2:4][CH2:3][CH:2]=[CH:1][C:7](=[O:6])[CH2:13][CH2:14][CH2:15][CH2:16][CH2:17][CH2:18][CH2:19][CH2:20][CH2:21][CH2:22][CH3:23])(=[O:26])[CH3:25]. Procedure details: n-Butyl-lithium (0.341 ml. of a 1.6 molar solution in hexane) was added to a stirred solution of 2-oxotridecylphosphonate (0.193 g.) in tetrahydrofuran (10 ml.) which was maintained at -70° C. and the mixture was stirred at that temperature for 40 minutes. A solution of 3-(17β-acetoxy-3-benzoyloxyoestra-1,3,5(10)-trien-7α-yl)propionaldehyde (Example 3; 0.2 g.) in tetrahydrofuran (10 ml.) was added and the mixture was allowed to warm up to laboratory temperature and was stirred at that temperatur... Reactants: FC1=CC=C(C=C1)S(=O)(=O)Cl (4-fluorobenzene-1-sulfonyl chloride), CCN(C(C)C)C(C)C (DIEA), NCC=1C=C(C=CC1OC1=CC=C(C=C1)NC(C1=CC(=C(C=C1)Cl)Cl)=O)CC(=O)OC (methyl 2-(3-(aminomethyl)-4-(4-(3,4-dichlorobenzamido)phenoxy)phenyl)acetate). Solvent: C(Cl)Cl (methylene chloride). Product: ClC=1C=C(C(=O)NC2=CC=C(OC3=C(C=C(C=C3)CC(=O)OC)CNS(=O)(=O)C3=CC=C(C=C3)F)C=C2)C=CC1Cl (methyl 2-(4-(4-(3,4-dichlorobenzamido)phenoxy)-3-((4-fluorophenyl-sulfonamido)methyl)phenyl)acetate). Isolated yield 74.7%. Reaction SMILES: [NH2:1][CH2:2][C:3]1[CH:4]=[C:5]([CH2:27][C:28]([O:30][CH3:31])=[O:29])[CH:6]=[CH:7][C:8]=1[O:9][C:10]1[CH:15]=[CH:14][C:13]([NH:16][C:17](=[O:26])[C:18]2[CH:23]=[CH:22][C:21]([Cl:24])=[C:20]([Cl:25])[CH:19]=2)=[CH:12][CH:11]=1.[F:32][C:33]1[CH:38]=[CH:37][C:36]([S:39](Cl)(=[O:41])=[O:40])=[CH:35][CH:34]=1.CCN(C(C)C)C(C)C>C(Cl)Cl>[Cl:25][C:20]1[CH:19]=[C:18]([CH:23]=[CH:22][C:21]=1[Cl:24])[C:17]([NH:16][C:13]1[CH:12]=[CH:11][C:10]([O:9][C:8]2[CH:7]=[CH:6][C:5]([CH2:27][C:28]([O:30][CH3:31])=[O:29])=[CH:4][C:3]=2[CH2:2][NH:1][S:39]([C:36]2[CH:37]=[CH:38][C:33]([F:32])=[CH:34][CH:35]=2)(=[O:41])=[O:40])=[CH:15][CH:14]=1)=[O:26]. Reported procedure: The product of step H (30 mg, 0.065 mmol) was diluted with methylene chloride (1 mL) followed by the addition of 4-fluorobenzene-1-sulfonyl chloride (15 mg, 0.078 mmol) and DIEA (0.024 mL, 0.14 mmol). After stirring the reaction for 4 hours, the reaction mixture was placed directly onto a preparative tlc plate 0.5 mm and eluted with hexanes:ethyl acetate (3:1) to yield 30 mg of methyl 2-(4-(4-(3,4-dichlorobenzamido)phenoxy)-3-((4-fluorophenyl-sulfonamido)methyl)phenyl)acetate. The reactants are C1(CC1)CO (cyclopropylmethanol), ice water, ClC=1C=C(C=CC1Cl)[N+](=O)[O-] (3,4-dichloronitrobenzene), [OH-].[Na+] (sodium hydroxide). Solvent: CS(=O)C (DMSO), O (water). The product is ClC=1C=C(C=CC1OCC1CC1)[N+](=O)[O-] (3-chloro-4-(cyclopropylmethoxy)nitro benzene). Reaction SMILES: [Cl:1][C:2]1[CH:3]=[C:4]([N+:9]([O-:11])=[O:10])[CH:5]=[CH:6][C:7]=1Cl.[CH:12]1([CH2:15][OH:16])[CH2:14][CH2:13]1.[OH-].[Na+]>CS(C)=O.O>[Cl:1][C:2]1[CH:3]=[C:4]([N+:9]([O-:11])=[O:10])[CH:5]=[CH:6][C:7]=1[O:16][CH2:15][CH:12]1[CH2:14][CH2:13]1 |f:2.3|. Reported procedure: To a solution containing 38.4 g of 3,4-dichloronitrobenzene in 150 ml of DMSO was added 17.3 g of cyclopropylmethanol. This solution was stirred during the dropwise addition of 9.2 g of sodium hydroxide dissolved in 10 ml of water. This addition was exothermic to 45° C. The mixture was stirred and heated to 75°-80° for 18 hours, than poured over ice water and filtered. The filter cake was recrystallized from methanol to yield 27 g (59%) of light tan solid, melting point, 42°-44° C. Reactants: CC1(C)C2CCC1(CS(=O)(=O)O)C(=O)C2, CN1C(O)CCC1C(=O)NCCc1ccccc1, CO. The product is COC1CCC(C(=O)NCCc2ccccc2)N1C. RXN SMILES: [C:19]12([CH2:20][S:21]([OH:22])(=[O:23])=[O:24])[C:25]([CH3:26])([CH3:27])[CH:28]([CH2:29][CH2:30]1)[CH2:31][C:32]2=[O:33].[CH2:1]([CH2:2][c:3]1[cH:4][cH:5][cH:6][cH:7][cH:8]1)[NH:9][C:10](=[O:11])[CH:12]1[N:13]([CH3:18])[CH:14]([OH:17])[CH2:15][CH2:16]1.[CH3:34][OH:35]>>[CH2:1]([CH2:2][c:3]1[cH:4][cH:5][cH:6][cH:7][cH:8]1)[NH:9][C:10](=[O:11])[CH:12]1[N:13]([CH3:18])[CH:14]([O:17][CH3:19])[CH2:15][CH2:16]1.